This data is from the Open Reaction Database (ORD), a public repository of structured organic reaction records. The task is: describe an organic reaction: reactants, conditions, products, and yield Starting materials: CC(C)(C)[Si](C)(C)Cl, CN(C)C=O, c1c[nH]cn1, Oc1cccc2[nH]ccc12. Yields the product CC(C)(C)[Si](C)(C)Oc1cccc2[nH]ccc12. As a reaction SMILES: [C:11]([CH3:12])([CH3:13])([CH3:14])[Si:15]([Cl:16])([CH3:17])[CH3:18].[O:24]=[CH:25][N:26]([CH3:27])[CH3:28].[nH:19]1[cH:20][cH:21][n:22][cH:23]1.[nH:1]1[cH:2][cH:3][c:4]2[c:5]([OH:10])[cH:6][cH:7][cH:8][c:9]12>>[nH:1]1[cH:2][cH:3][c:4]2[c:5]([O:10][Si:15]([C:11]([CH3:12])([CH3:13])[CH3:14])([CH3:17])[CH3:18])[cH:6][cH:7][cH:8][c:9]12. The reactants are C(C)N(C(=O)C=1N(C2=CC=C(C=C2C1)OCC1=C(C=CC=C1Cl)Cl)CCCC#N)CC (1-(3-cyanopropyl)-5-(2,6-dichlorobenzyloxy)-1H-indole-2-carboxylic acid diethylamide), N(=[N+]=[N-])[Si](C)(C)C (azidotrimethylsilane), C(CCC)[Sn](CCCC)=O (dibutyltin oxide). Solvent: C1(=CC=CC=C1)C (toluene). Yields the product C(C)N(C(=O)C=1N(C2=CC=C(C=C2C1)OCC1=C(C=CC=C1Cl)Cl)CCCC1=NN=NN1)CC (5-(2,6-Dichlorobenzyloxy)-1-[3-(1H-tetrazol-5-yl)propyl]-1H-indole-2-carboxylic Acid Diethylamide). Isolated yield 46.9%. RXN SMILES: [CH2:1]([N:3]([CH2:30][CH3:31])[C:4]([C:6]1[N:7]([CH2:25][CH2:26][CH2:27][C:28]#[N:29])[C:8]2[C:13]([CH:14]=1)=[CH:12][C:11]([O:15][CH2:16][C:17]1[C:22]([Cl:23])=[CH:21][CH:20]=[CH:19][C:18]=1[Cl:24])=[CH:10][CH:9]=2)=[O:5])[CH3:2].[N:32]([Si](C)(C)C)=[N+:33]=[N-:34].C([Sn](=O)CCCC)CCC>C1(C)C=CC=CC=1>[CH2:30]([N:3]([CH2:1][CH3:2])[C:4]([C:6]1[N:7]([CH2:25][CH2:26][CH2:27][C:28]2[NH:34][N:33]=[N:32][N:29]=2)[C:8]2[C:13]([CH:14]=1)=[CH:12][C:11]([O:15][CH2:16][C:17]1[C:18]([Cl:24])=[CH:19][CH:20]=[CH:21][C:22]=1[Cl:23])=[CH:10][CH:9]=2)=[O:5])[CH3:31]. Procedure: To a solution of 1-(3-cyanopropyl)-5-(2,6-dichlorobenzyloxy)-1H-indole-2-carboxylic acid diethylamide (0.078 g, 0.17 mmol) in toluene (10 mL) was added azidotrimethylsilane (0.066 mL, 0.50 mmol) and dibutyltin oxide (0.012 g, 0.050 mmol). The reaction mixture was heated to reflux and stirred under argon at reflux temperature for 40 h. The solution was cooled and the toluene removed under reduced pressure. Methanol was then added and removed under reduced pressure. Ethyl acetate was added and the... The reactants are FC1=CC=2C=3C(=CNC2C=C1N1CCNCC1)C(N(N3)C3=CC=CC=C3)=O (8-Fluoro-2-phenyl-7-piperazin-1-yl-2,5-dihydro-pyrazolo[4,3-c]quinolin-3-one), FC=1C(=CC=2C=3C(=CNC2C1)C(N(N3)C3=CC=CC=C3)=O)F (7,8-Difluoro-2-phenyl-2,5-dihydro-pyrazolo-[4,3-c]quinolin-3-one), CN1CCNCCC1 (1-methylperhydro[1,4]-diazepine). Yields the product FC1=CC=2C=3C(=CNC2C=C1N1CCN(CCC1)C)C(N(N3)C3=CC=CC=C3)=O (8-Fluoro-7-(4-methylperhydro[1,4]-diazepin-1-yl)-2-phenyl-2,5-dihydro-pyrazolo [4,3-c]quinolin-3-one). Reaction SMILES: F[C:2]1[C:11]([N:12]2[CH2:17][CH2:16][NH:15][CH2:14][CH2:13]2)=CC2NC=C3C(=O)N(C4C=CC=CC=4)N=C3C=2C=1.F[C:29]1[C:30]([F:49])=[CH:31][C:32]2[C:33]3[C:34]([C:39](=[O:48])[N:40]([C:42]4[CH:47]=[CH:46][CH:45]=[CH:44][CH:43]=4)[N:41]=3)=[CH:35][NH:36][C:37]=2[CH:38]=1.CN1CCCNCC1>>[F:49][C:30]1[C:29]([N:15]2[CH2:14][CH2:2][CH2:11][N:12]([CH3:13])[CH2:17][CH2:16]2)=[CH:38][C:37]2[NH:36][CH:35]=[C:34]3[C:39](=[O:48])[N:40]([C:42]4[CH:47]=[CH:46][CH:45]=[CH:44][CH:43]=4)[N:41]=[C:33]3[C:32]=2[CH:31]=1. Procedure details: The title compound was prepared following the procedure described in the synthesis of 28a using 27a and 1-methylperhydro[1,4]-diazepine. 1H-NMR (DMSO-d6) δ (ppm): 1.98 (2H, brm), 2.27 (3H, s), 2.68 (4H, brm), 3.24 (4H, brm), 7.15 (2H, m), 7.40 (2H, m), 7.76 (1H, d, J=2.91 Hz), 8.20 (2H, m), 8.64 (1H, s). m/z 392.2 (MH+).